Dataset: the Open Reaction Database (ORD), a public repository of structured organic reaction records. Task: describe an organic reaction: reactants, conditions, products, and yield The reactants are Cc1ccc(S(=O)(=O)Cl)cc1, COc1ccccc1Oc1c(NS(=O)(=O)c2ccc(C(C)C)cn2)nc(-c2ncccn2)nc1OCCN. The product is COc1ccccc1Oc1c(NS(=O)(=O)c2ccc(C(C)C)cn2)nc(-c2ncccn2)nc1OCCNS(=O)(=O)c1ccc(C)cc1. As a reaction SMILES: [CH3:39][c:40]1[cH:41][cH:42][c:43]([S:46](=[O:47])(=[O:48])[Cl:49])[cH:44][cH:45]1.[CH:1]([CH3:2])([CH3:3])[c:4]1[cH:5][cH:6][c:7]([S:10](=[O:11])(=[O:12])[NH:13][c:14]2[n:15][c:16](-[c:33]3[n:34][cH:35][cH:36][cH:37][n:38]3)[n:17][c:18]([O:29][CH2:30][CH2:31][NH2:32])[c:19]2[O:20][c:21]2[c:22]([O:27][CH3:28])[cH:23][cH:24][cH:25][cH:26]2)[n:8][cH:9]1>>[CH:1]([CH3:2])([CH3:3])[c:4]1[cH:5][cH:6][c:7]([S:10](=[O:11])(=[O:12])[NH:13][c:14]2[n:15][c:16](-[c:33]3[n:34][cH:35][cH:36][cH:37][n:38]3)[n:17][c:18]([O:29][CH2:30][CH2:31][NH:32][S:46]([c:43]3[cH:42][cH:41][c:40]([CH3:39])[cH:45][cH:44]3)(=[O:47])=[O:48])[c:19]2[O:20][c:21]2[c:22]([O:27][CH3:28])[cH:23][cH:24][cH:25][cH:26]2)[n:8][cH:9]1. The reagents and catalysts are [Os](=O)(=O)(=O)=O (osmium tetroxide). Procedure: Ethyl trans-4-[1-(5-bromo-1,3-thiazol-2-yl)ethenyl]cyclohexanecarboxylate (40 mg, 0.12 mmol), 4-methylmorpholine N-oxide (31 mg, 0.27 mmol), THF (0.8 ml), water (0.4 ml) and osmium tetroxide (0.22 ml, 0.028 mmol) were combined and the mixture was stirred at room temperature for 40 min. The mixture was then diluted with saturated sodium thiosulfate and extracted with EtOAc. The organic phase was washed with water, brine, dried over sodium sulfate and concentrated in vacuo. The residue was purifie... The product is BrC1=CN=C(S1)C(CO)(O)[C@@H]1CC[C@H](CC1)C(=O)OCC (racemic ethyl trans-4-[1-(5-bromo-1,3-thiazol-2-yl)-1,2-dihydroxyethyl]cyclohexane-carboxylate). Run at time 40 minute. Run in S(=S)(=O)([O-])[O-].[Na+].[Na+] (sodium thiosulfate). RXN SMILES: [Br:1][C:2]1[S:6][C:5]([C:7]([C@H:9]2[CH2:14][CH2:13][C@H:12]([C:15]([O:17][CH2:18][CH3:19])=[O:16])[CH2:11][CH2:10]2)=[CH2:8])=[N:4][CH:3]=1.C[N+]1([O-])CC[O:24]CC1.C1COCC1.[OH2:33]>S([O-])([O-])(=O)=S.[Na+].[Na+].[Os](=O)(=O)(=O)=O>[Br:1][C:2]1[S:6][C:5]([C:7]([C@H:9]2[CH2:14][CH2:13][C@H:12]([C:15]([O:17][CH2:18][CH3:19])=[O:16])[CH2:11][CH2:10]2)([OH:24])[CH2:8][OH:33])=[N:4][CH:3]=1 |f:4.5.6|. Reactants: BrC1=CN=C(S1)C(=C)[C@@H]1CC[C@H](CC1)C(=O)OCC (Ethyl trans-4-[1-(5-bromo-1,3-thiazol-2-yl)ethenyl]cyclohexanecarboxylate), O (water), C[N+]1(CCOCC1)[O-] (4-methylmorpholine N-oxide), C1CCOC1 (THF). The reactants are [OH-].[Na+] (sodium hydroxide), CN1C(=O)NC(=O)C1 (1-methylhydantoin), ClC(SCl)(Cl)Cl (trichloromethylsulfenyl chloride). Reagents/catalysts: CCCCCCCC[N+](C)(CCCCCCCC)CCCCCCCC.[Cl-] (Aliquat® 336). Run in C(Cl)Cl (methylene chloride). The product is CN1C(=O)N(C(=O)C1)SC(Cl)(Cl)Cl (1-Methyl-3-(trichloromethylthio)hydantoin). The yield is 91.1%. Reaction SMILES: [CH3:1][N:2]1[CH2:8][C:6](=[O:7])[NH:5][C:3]1=[O:4].[Cl:9][C:10]([Cl:14])([Cl:13])[S:11]Cl.[OH-].[Na+]>CCCCCCCC[N+](CCCCCCCC)(CCCCCCCC)C.[Cl-].C(Cl)Cl>[CH3:1][N:2]1[CH2:8][C:6](=[O:7])[N:5]([S:11][C:10]([Cl:14])([Cl:13])[Cl:9])[C:3]1=[O:4] |f:2.3,4.5|. Procedure details: A mixture of 11.4 g (0.1 mole) 1-methylhydantoin, 1.2 g Aliquat® 336 and 19.5 g (0.1 mole) trichloromethylsulfenyl chloride in 100 ml methylene chloride was stirred vigorously and cooled in an ice bath. To that mixture, 25 g of 20% pre-cooled aqueous sodium hydroxide was added at once; the temperature of the reaction mixture increased from 5° C. to 21° C. Stirring was continued; the ice bath was removed after 5 minutes. The methylene chloride layer was washed with water, dried over magnesium sul... The reactants are FC(C=1C=C(C(=O)N2[C@@H](CNCC2)CC2=CNC3=CC=CC=C23)C=C(C1)C(F)(F)F)(F)F ((2R)-1-[3,5-bis(trifluoromethyl)benzoyl]-2-[(1H-indol-3-yl)methyl]piperazine), C[C@@H]1N([C@H](COC1)C)CC#CCCl ((3S, 5S)-3,5-dimethyl-4-(4-chloro-2-butynyl)morpholine), C([O-])([O-])=O.[K+].[K+] (potassium carbonate). The solvent is CN(C=O)C (N,N-dimethylformamide). Reaction conditions: temperature 60 celsius, time 3 hour. Yields the product FC(C=1C=C(C(=O)N2[C@@H](CN(CC2)CC#CCN2[C@H](COC[C@@H]2C)C)CC2=CNC3=CC=CC=C23)C=C(C1)C(F)(F)F)(F)F ((2R)-1-[3,5-bis(trifluoromethyl)benzoyl]-4-[4-((3S,5S)-3,5-dimethylmorpholino)-2-butynyl]-2-[(1H-indol-3-yl)methyl]piperazine). As a reaction SMILES: [F:1][C:2]([F:32])([F:31])[C:3]1[CH:4]=[C:5]([CH:24]=[C:25]([C:27]([F:30])([F:29])[F:28])[CH:26]=1)[C:6]([N:8]1[CH2:13][CH2:12][NH:11][CH2:10][C@H:9]1[CH2:14][C:15]1[C:23]2[C:18](=[CH:19][CH:20]=[CH:21][CH:22]=2)[NH:17][CH:16]=1)=[O:7].[CH3:33][C@H:34]1[CH2:39][O:38][CH2:37][C@H:36]([CH3:40])[N:35]1[CH2:41][C:42]#[C:43][CH2:44]Cl.C(=O)([O-])[O-].[K+].[K+]>CN(C)C=O>[F:30][C:27]([F:28])([F:29])[C:25]1[CH:24]=[C:5]([CH:4]=[C:3]([C:2]([F:1])([F:31])[F:32])[CH:26]=1)[C:6]([N:8]1[CH2:13][CH2:12][N:11]([CH2:44][C:43]#[C:42][CH2:41][N:35]2[C@@H:36]([CH3:40])[CH2:37][O:38][CH2:39][C@@H:34]2[CH3:33])[CH2:10][C@H:9]1[CH2:14][C:15]1[C:23]2[C:18](=[CH:19][CH:20]=[CH:21][CH:22]=2)[NH:17][CH:16]=1)=[O:7] |f:2.3.4|. Reported procedure: A mixture of (2R)-1-[3,5-bis(trifluoromethyl)benzoyl]-2-[(1H-indol-3-yl)methyl]piperazine (0.20 g), (3S, 5S)-3,5-dimethyl-4-(4-chloro-2-butynyl)morpholine (0.11 g) and potassium carbonate (0.31 g) in N,N-dimethylformamide (4 ml) was stirred at 60° C. for 3 hours. After cooling, the solvent was removed under reduced pressure and the residue was partitioned between ethyl acetate and sodium hydrogen carbonate solution. The organic layer was separated, dried over magnesium sulfate, and evaporated in... Yields the product CN(Cc1cc2ccccc2n1C)C(=O)C=Cc1cnc2c(c1)CN(CC(=O)O)C(=O)N2. Starting materials: CCOC(=O)CN1Cc2cc(C=CC(=O)N(C)Cc3cc4ccccc4n3C)cnc2NC1=O, CO, [Na+], [OH-]. Reaction SMILES: [CH2:1]([CH3:2])[O:3][C:4]([CH2:5][N:6]1[C:7](=[O:33])[NH:8][c:9]2[c:10]([cH:12][c:13]([CH:16]=[CH:17][C:18]([N:19]([CH2:20][c:21]3[n:22]([CH3:30])[c:23]4[cH:24][cH:25][cH:26][cH:27][c:28]4[cH:29]3)[CH3:31])=[O:32])[cH:14][n:15]2)[CH2:11]1)=[O:34].[CH3:37][OH:38].[Na+:36].[OH-:35]>>[O:3]=[C:4]([CH2:5][N:6]1[C:7](=[O:33])[NH:8][c:9]2[c:10]([cH:12][c:13]([CH:16]=[CH:17][C:18]([N:19]([CH2:20][c:21]3[n:22]([CH3:30])[c:23]4[cH:24][cH:25][cH:26][cH:27][c:28]4[cH:29]3)[CH3:31])=[O:32])[cH:14][n:15]2)[CH2:11]1)[OH:34]. Starting materials: [H-].[Na+] (sodium hydride), C(#N)CC(=O)OCC (ethyl cyanoacetate), C1(=C(C(=CC(=C1)C)C)CCCCC1=CC=C(C(=O)OC)C=C1)C (methyl 4-(4-mesitylbutyl)benzoate), [H][H] (hydrogen). Solvent: O1CCCC1 (tetrahydrofuran). Run at temperature 0 celsius, time 12 hour. Product: C(=O)(OCC)C(CCCCC1=CC=C(C(=O)OC)C=C1)C#N (methyl 4-(5-carboethoxy-5-cyanopentyl)benzoate). Reaction SMILES: [H-].[Na+].[C:3]([CH2:5][C:6]([O:8][CH2:9][CH3:10])=[O:7])#[N:4].[H][H].C1(C)C=C(C)C=C(C)C=1[CH2:21][CH2:22][CH2:23][CH2:24][C:25]1[CH:34]=[CH:33][C:28]([C:29]([O:31][CH3:32])=[O:30])=[CH:27][CH:26]=1>O1CCCC1>[C:6]([CH:5]([C:3]#[N:4])[CH2:21][CH2:22][CH2:23][CH2:24][C:25]1[CH:26]=[CH:27][C:28]([C:29]([O:31][CH3:32])=[O:30])=[CH:33][CH:34]=1)([O:8][CH2:9][CH3:10])=[O:7] |f:0.1|. Procedure details: A mixture of 10.30 g (1.1 eq) of 80% sodium hydride in mineral oil is washed twice with anhydrous tetrahydrofuran (to remove the mineral oil) and 400 mL of tetrahydrofuran are then added. This is cooled to 0° C. and a solution of 35.29 g (1.0 eq) of ethyl cyanoacetate in anhydrous tetrahydrofuran is added dropwise under nitrogen. The mixture is stirred vigorously at ambient temperatures until the evolution of hydrogen ceases and an anhydrous solution of 89.33 g (1.0 eq) of methyl 4-(4-mesitylbut... Reactants: COC1=CC=C(C=C1)N1CCN(CC1)C1=CC=C(C=C1)N1C=NN(C1=O)CCCCCCC1=CC=CC=C1 (4-(4-(4-(4-Methoxyphenyl)piperazin-1-yl)phenyl)-1-(6-phenylhexyl)-1H-1,2,4-triazol-5(4H)-one). Solvent: Br (HBr). Product: OC1=CC=C(C=C1)N1CCN(CC1)C1=CC=C(C=C1)N1C=NN(C1=O)CCCCCCC1=CC=CC=C1 (4-(4-(4-(4-Hydroxyphenyl)piperazin-1-yl)phenyl)-1-(6-phenylhexyl)-1H-1,2,4-triazol-5(4H)-one). The yield is 73.0%. RXN SMILES: C[O:2][C:3]1[CH:8]=[CH:7][C:6]([N:9]2[CH2:14][CH2:13][N:12]([C:15]3[CH:20]=[CH:19][C:18]([N:21]4[C:25](=[O:26])[N:24]([CH2:27][CH2:28][CH2:29][CH2:30][CH2:31][CH2:32][C:33]5[CH:38]=[CH:37][CH:36]=[CH:35][CH:34]=5)[N:23]=[CH:22]4)=[CH:17][CH:16]=3)[CH2:11][CH2:10]2)=[CH:5][CH:4]=1>Br>[OH:2][C:3]1[CH:8]=[CH:7][C:6]([N:9]2[CH2:10][CH2:11][N:12]([C:15]3[CH:16]=[CH:17][C:18]([N:21]4[C:25](=[O:26])[N:24]([CH2:27][CH2:28][CH2:29][CH2:30][CH2:31][CH2:32][C:33]5[CH:34]=[CH:35][CH:36]=[CH:37][CH:38]=5)[N:23]=[CH:22]4)=[CH:19][CH:20]=3)[CH2:13][CH2:14]2)=[CH:5][CH:4]=1. Procedure: This compound was synthesized as a white amorphous solid from 4n (27.4 mg, 0.054 mmol) in 48% aqueous HBr (1.0 mL) in 73% yield by following general procedure 1.4: MALDI-MS: 498.3 (M+H+), 520.3 (M+Na+). The reactants are COc1cc(N2CCN(CCS(C)(=O)=O)CC2)ccc1[N+](=O)[O-], CCOC(C)=O, CO. The product is COc1cc(N2CCN(CCS(C)(=O)=O)CC2)ccc1N. Reaction SMILES: [CH3:1][O:2][c:3]1[cH:4][c:5]([N:12]2[CH2:13][CH2:14][N:15]([CH2:18][CH2:19][S:20](=[O:21])(=[O:22])[CH3:23])[CH2:16][CH2:17]2)[cH:6][cH:7][c:8]1[N+:9]([O-:10])=[O:11].[CH3:24][CH2:25][O:26][C:27]([CH3:28])=[O:29].[CH3:30][OH:31]>>[CH3:1][O:2][c:3]1[cH:4][c:5]([N:12]2[CH2:13][CH2:14][N:15]([CH2:18][CH2:19][S:20](=[O:21])(=[O:22])[CH3:23])[CH2:16][CH2:17]2)[cH:6][cH:7][c:8]1[NH2:9]. The reactants are [BH4-], CCO, Cl, O=C(c1ccc(OCC2CCCN2)cc1)c1ccc(-c2ccsc2)cc1, [Na+]. Yields the product OC(c1ccc(OCC2CCCN2)cc1)c1ccc(-c2ccsc2)cc1. As a reaction SMILES: [BH4-:28].[CH3:30][CH2:31][OH:32].[ClH:27].[NH:1]1[CH:2]([CH2:6][O:7][c:8]2[cH:9][cH:10][c:11]([C:14](=[O:15])[c:16]3[cH:17][cH:18][c:19](-[c:22]4[cH:23][s:24][cH:25][cH:26]4)[cH:20][cH:21]3)[cH:12][cH:13]2)[CH2:3][CH2:4][CH2:5]1.[Na+:29]>>[NH:1]1[CH:2]([CH2:6][O:7][c:8]2[cH:9][cH:10][c:11]([CH:14]([OH:15])[c:16]3[cH:17][cH:18][c:19](-[c:22]4[cH:23][s:24][cH:25][cH:26]4)[cH:20][cH:21]3)[cH:12][cH:13]2)[CH2:3][CH2:4][CH2:5]1.